This data is from the Open Reaction Database (ORD), a public repository of structured organic reaction records. The task is: describe an organic reaction: reactants, conditions, products, and yield Reactants: C(#N)C=1C(=C(SC1I)C(=O)OCC)C1=C(C=C(C=C1)Cl)Cl (ethyl 4-cyano-3-(2,4-dichlorophenyl)-5-iodothiophene-2-carboxylate), FC1=NC=CC(=C1)B(O)O (2-Fluoro-4-pyridinylboronic acid), C([O-])([O-])=O.[Na+].[Na+] (sodium carbonate). Reagents/catalysts: C=1C=CC(=CC1)[P](C=2C=CC=CC2)(C=3C=CC=CC3)[Pd]([P](C=4C=CC=CC4)(C=5C=CC=CC5)C=6C=CC=CC6)([P](C=7C=CC=CC7)(C=8C=CC=CC8)C=9C=CC=CC9)[P](C=1C=CC=CC1)(C=1C=CC=CC1)C=1C=CC=CC1 (Tetrakis(triphenylphosphine)palladium(0)). Solvent: COCCOC (1,2-Dimethoxyethane), O (Water), CCOC(=O)C (EtOAc), C(=O)(O)[O-].[Na+] (NaHCO3). Reaction conditions: temperature 140 celsius. The product is C(#N)C=1C(=C(SC1C1=CC(=NC=C1)F)C(=O)OCC)C1=C(C=C(C=C1)Cl)Cl (Ethyl 4-cyano-3-(2,4-dichlorophenyl)-5-(2-fluoropyridin-4-yl)thiophene-2-carboxylate). RXN SMILES: [C:1]([C:3]1[C:4]([C:14]2[CH:19]=[CH:18][C:17]([Cl:20])=[CH:16][C:15]=2[Cl:21])=[C:5]([C:9]([O:11][CH2:12][CH3:13])=[O:10])[S:6][C:7]=1I)#[N:2].[F:22][C:23]1[CH:28]=[C:27](B(O)O)[CH:26]=[CH:25][N:24]=1.C(=O)([O-])[O-].[Na+].[Na+]>COCCOC.O.CCOC(C)=O.C([O-])(O)=O.[Na+].C1C=CC([P]([Pd]([P](C2C=CC=CC=2)(C2C=CC=CC=2)C2C=CC=CC=2)([P](C2C=CC=CC=2)(C2C=CC=CC=2)C2C=CC=CC=2)[P](C2C=CC=CC=2)(C2C=CC=CC=2)C2C=CC=CC=2)(C2C=CC=CC=2)C2C=CC=CC=2)=CC=1>[C:1]([C:3]1[C:4]([C:14]2[CH:19]=[CH:18][C:17]([Cl:20])=[CH:16][C:15]=2[Cl:21])=[C:5]([C:9]([O:11][CH2:12][CH3:13])=[O:10])[S:6][C:7]=1[C:27]1[CH:26]=[CH:25][N:24]=[C:23]([F:22])[CH:28]=1)#[N:2] |f:2.3.4,8.9,^1:59,61,80,99|. Reported procedure: A mixture of ethyl 4-cyano-3-(2,4-dichlorophenyl)-5-iodothiophene-2-carboxylate (1.81 g, 0.00400 mol), 2-Fluoro-4-pyridinylboronic acid (1.13 g, 0.00801 mol), Tetrakis(triphenylphosphine)palladium(0) (0.231 g, 0.0002 mol) and sodium carbonate (1.27 g, 0.0120 mol) in 1,2-Dimethoxyethane (20 mL) and Water (10 mL) was heated under microwave irradiation at 140° C. for 15 min. The reaction mixture was diluted with EtOAc and sat. NaHCO3. The layers were separated and the aqueous layer was extracted 2×... Reactants: C1(CC1)C=1C=C(C=CC1)C1OC(C(O1)(C)C)(C)C (2-(3-Cyclopropyl-phenyl)-4,4,5,5-tetramethyl-[1,3]dioxolane), FC=1C=C(C=C(C1NS(=O)(=O)C)F)C(C)NC(=O)C=1N=C(OC1)Cl (2-chloro-oxazole-4-carboxylic acid [1-(3,5-difluoro-4-methanesulfonylamino-phenyl)-ethyl]-amide), C(=O)([O-])[O-].[Cs+].[Cs+] (Cs2CO3). The reagents and catalysts are Cl[Pd]([P](C1=CC=CC=C1)(C2=CC=CC=C2)C3=CC=CC=C3)([P](C4=CC=CC=C4)(C5=CC=CC=C5)C6=CC=CC=C6)Cl (Pd(PPh3)2Cl2). Product: FC=1C=C(C=C(C1NS(=O)(=O)C)F)C(C)NC(=O)C=1N=C(OC1)C1=CC(=CC=C1)C1CC1 (2-(3-Cyclopropyl-phenyl)-oxazole-4-carboxylic acid [1-(3,5-difluoro-4-methanesulfonylamino-phenyl)-ethyl]-amide). Isolated yield 33.3%. Reaction SMILES: [CH:1]1([C:4]2[CH:5]=[C:6](C3OC(C)(C)C(C)(C)O3)[CH:7]=[CH:8][CH:9]=2)[CH2:3][CH2:2]1.[F:19][C:20]1[CH:21]=[C:22]([CH:32]([NH:34][C:35]([C:37]2[N:38]=[C:39](Cl)[O:40][CH:41]=2)=[O:36])[CH3:33])[CH:23]=[C:24]([F:31])[C:25]=1[NH:26][S:27]([CH3:30])(=[O:29])=[O:28].C([O-])([O-])=O.[Cs+].[Cs+]>Cl[Pd](Cl)([P](C1C=CC=CC=1)(C1C=CC=CC=1)C1C=CC=CC=1)[P](C1C=CC=CC=1)(C1C=CC=CC=1)C1C=CC=CC=1>[F:19][C:20]1[CH:21]=[C:22]([CH:32]([NH:34][C:35]([C:37]2[N:38]=[C:39]([C:8]3[CH:7]=[CH:6][CH:5]=[C:4]([CH:1]4[CH2:3][CH2:2]4)[CH:9]=3)[O:40][CH:41]=2)=[O:36])[CH3:33])[CH:23]=[C:24]([F:31])[C:25]=1[NH:26][S:27]([CH3:30])(=[O:29])=[O:28] |f:2.3.4,^1:51,70|. Reported procedure: 2-(3-Cyclopropyl-phenyl)-4,4,5,5-tetramethyl-[1,3]dioxolane (63 mg, 0.26 mmol) and 2-chloro-oxazole-4-carboxylic acid [1-(3,5-difluoro-4-methanesulfonylamino-phenyl)-ethyl]-amide (50 mg, 0.13 mmol) was reacted using Pd(PPh3)2Cl2 (7 mg, 0.01 mmol), Cs2CO3 (127 mg, 0.39 mmol) as described above to give the title compound (20 mg, 33%) after purification by flash chromatography on silica gel (% EtOAc in hexane=25%˜100%). The reactants are FC=1C(=C(C2=C(C(C=C(O2)C2=CC(=C(C=C2)NC(C(C)(C)C)=O)F)=O)C1NC(C(C)(C)C)=O)F)COCCC (6,8-difluoro-2-(3-fluoro-4-pivaloylaminophenyl)-5-pivaloylamino-7-propyloxymethyl-4H-1-benzopyran-4-one), ice water. Run in aqueous solution, S(O)(O)(=O)=O (sulfuric acid). Conditions: temperature 100 celsius, time 15 minute. The product is NC1=C(C(=C(C2=C1C(C=C(O2)C2=CC(=C(C=C2)N)F)=O)F)COCCC)F (5-Amino-2-(4-amino-3-fluorophenyl)-6,8-difluoro-7-propyloxymethyl-4H-1-benzopyran-4-one). Yield: 76.0%. Reaction SMILES: [F:1][C:2]1[C:3]([CH2:35][O:36][CH2:37][CH2:38][CH3:39])=[C:4]([F:34])[C:5]2[O:10][C:9]([C:11]3[CH:16]=[CH:15][C:14]([NH:17]C(=O)C(C)(C)C)=[C:13]([F:24])[CH:12]=3)=[CH:8][C:7](=[O:25])[C:6]=2[C:26]=1[NH:27]C(=O)C(C)(C)C>S(=O)(=O)(O)O>[NH2:27][C:26]1[C:6]2[C:7](=[O:25])[CH:8]=[C:9]([C:11]3[CH:16]=[CH:15][C:14]([NH2:17])=[C:13]([F:24])[CH:12]=3)[O:10][C:5]=2[C:4]([F:34])=[C:3]([CH2:35][O:36][CH2:37][CH2:38][CH3:39])[C:2]=1[F:1]. Reported procedure: The above 6,8-difluoro-2-(3-fluoro-4-pivaloylaminophenyl)-5-pivaloylamino-7-propyloxymethyl-4H-1-benzopyran-4-one was dissolved in 30 mL of a 50% aqueous solution of sulfuric acid, and the solution was stirred at 100° C. for 15 minutes. Then, the mixture was poured into ice-water and neutralized. The precipitate was collected and purified by silica gel column chromatography (chloroform:methanol=100:1) followed by recrystallization from ethyl acetate/n-hexane, to give 286 mg of Compound 150 (yiel...